This data is from the Open Reaction Database (ORD), a public repository of structured organic reaction records. The task is: describe an organic reaction: reactants, conditions, products, and yield The reactants are C(C1=CC=CC=C1)[C@H](CCl)NC(OC(C)(C)C)=O (t-butyl N-[(1R)-1-benzyl-2-chloroethyl]carbamate), C([O-])([O-])=O.[K+].[K+] (potassium carbonate), C(#N)C=1C=C(C=CC1)O (3-cyanophenol). Solvent: CN(C=O)C (dimethylformamide). Yields the product C(C1=CC=CC=C1)[C@H](COC1=CC(=CC=C1)C#N)NC(OC(C)(C)C)=O (t-butyl N-[(1R)-1-benzyl-2-(3-cyanophenoxy)ethyl]carbamate). RXN SMILES: [CH2:1]([C@@H:8]([NH:11][C:12](=[O:18])[O:13][C:14]([CH3:17])([CH3:16])[CH3:15])[CH2:9]Cl)[C:2]1[CH:7]=[CH:6][CH:5]=[CH:4][CH:3]=1.C(=O)([O-])[O-].[K+].[K+].[C:25]([C:27]1[CH:28]=[C:29]([OH:33])[CH:30]=[CH:31][CH:32]=1)#[N:26]>CN(C)C=O>[CH2:1]([C@@H:8]([NH:11][C:12](=[O:18])[O:13][C:14]([CH3:17])([CH3:16])[CH3:15])[CH2:9][O:33][C:29]1[CH:30]=[CH:31][CH:32]=[C:27]([C:25]#[N:26])[CH:28]=1)[C:2]1[CH:7]=[CH:6][CH:5]=[CH:4][CH:3]=1 |f:1.2.3|. Procedure: 8.52 g (31.6 mmol) of t-butyl N-[(1R)-1-benzyl-2-chloroethyl]carbamate, 12.1 g (87.5 mmol) of potassium carbonate and 5 g (41.9 mmol) of 3-cyanophenol were reacted in 120 ml of dimethylformamide as the solvent at 70° C. overnight. After the treatment in an ordinary manner followed by the silica gel column chromatography, the title compound was obtained.